This data is from the Open Reaction Database (ORD), a public repository of structured organic reaction records. The task is: describe an organic reaction: reactants, conditions, products, and yield The yield is 68.1%. Run in C1(=CC=CC=C1)C (toluene). Reported procedure: To a solution of the product of Step 1 (680 mg, 1.31 mmol) in toluene (6.5 mL) was added Lawesson's reagent (530 mg, 1.31 mmol) and the mixture was heated to 100° C. for 20 hours and then cooled to it then the mixture was concentrated in vacuo. Purification by chromatography on silica gel (100:0 to 50:50, hexanes:ethyl acetate) provided 461 mg (0.892 mmol, 68%) of 2-(1-{[tert-butyl(diphenyl)silyl]oxy}-2-methylpropan-2-yl)-5-(3-nitrophenyl)-1,3-thiazole as a colorless viscous oil. Product: [Si](C1=CC=CC=C1)(C1=CC=CC=C1)(C(C)(C)C)OCC(C)(C)C=1SC(=CN1)C1=CC(=CC=C1)[N+](=O)[O-] (2-(1-{[tert-butyl(diphenyl)silyl]oxy}-2-methylpropan-2-yl)-5-(3-nitrophenyl)-1,3-thiazole). Reactants: [Si](C1=CC=CC=C1)(C1=CC=CC=C1)(C(C)(C)C)OCC(C(=O)NCC(=O)C1=CC(=CC=C1)[N+](=O)[O-])(C)C (3-{[tert-butyl(diphenyl)silyl]oxy}-2,2-dimethyl-N-[2-(3-nitrophenyl)-2-oxoethyl]propanamide), COC=1C=CC(=CC1)P2(=S)SP(=S)(S2)C=3C=CC(=CC3)OC (Lawesson's reagent). RXN SMILES: [Si:1]([O:18][CH2:19][C:20]([CH3:37])([CH3:36])[C:21]([NH:23][CH2:24][C:25]([C:27]1[CH:32]=[CH:31][CH:30]=[C:29]([N+:33]([O-:35])=[O:34])[CH:28]=1)=O)=O)([C:14]([CH3:17])([CH3:16])[CH3:15])([C:8]1[CH:13]=[CH:12][CH:11]=[CH:10][CH:9]=1)[C:2]1[CH:7]=[CH:6][CH:5]=[CH:4][CH:3]=1.COC1C=CC(P2(SP(C3C=CC(OC)=CC=3)(=S)S2)=[S:47])=CC=1>C1(C)C=CC=CC=1>[Si:1]([O:18][CH2:19][C:20]([C:21]1[S:47][C:25]([C:27]2[CH:32]=[CH:31][CH:30]=[C:29]([N+:33]([O-:35])=[O:34])[CH:28]=2)=[CH:24][N:23]=1)([CH3:37])[CH3:36])([C:14]([CH3:17])([CH3:16])[CH3:15])([C:8]1[CH:13]=[CH:12][CH:11]=[CH:10][CH:9]=1)[C:2]1[CH:7]=[CH:6][CH:5]=[CH:4][CH:3]=1. Conditions: temperature 100 celsius.